This data is from the Open Reaction Database (ORD), a public repository of structured organic reaction records. The task is: describe an organic reaction: reactants, conditions, products, and yield Starting materials: COC(=O)C(N)C(C)C, O=C(Cl)CCCCCl. Yields the product COC(=O)C(NC(=O)CCCCCl)C(C)C. RXN SMILES: [CH3:1][O:2][C:3]([CH:4]([NH2:5])[CH:6]([CH3:7])[CH3:8])=[O:9].[Cl:10][CH2:11][CH2:12][CH2:13][CH2:14][C:15](=[O:16])[Cl:17]>>[CH3:1][O:2][C:3]([CH:4]([NH:5][C:15]([CH2:14][CH2:13][CH2:12][CH2:11][Cl:10])=[O:16])[CH:6]([CH3:7])[CH3:8])=[O:9]. Reactants: ClC1=CC(=C(C=C1)C(C(F)(F)F)O)N1N=C(C=C1)C (1-[4-Chloro-2-(3-methyl-pyrazol-1-yl)-phenyl]-2,2,2-trifluoro-ethanol), C(=O)([O-])[O-].[Cs+].[Cs+] (Cs2CO3), NC1=NC(=CC(=N1)C1=CC=C(C=C1)C[C@@H](C(=O)O)NC(=O)OC(C)(C)C)Cl ((S)-3-[4-(2-amino-6-chloro-pyrimidine-4-yl)-phenyl]-2-tert-butoxycarbonylamino-propionic acid), O1CCOCC1 (1,4-dioxane). Run in C1CCOC1 (THF). Conditions: temperature 100 celsius, time 12 hour. Yields the product N[C@H](C(=O)O)CC1=CC=C(C=C1)C1=NC(=NC(=C1)OC(C(F)(F)F)C1=C(C=C(C=C1)Cl)N1N=C(C=C1)C)N ((S)-2-amino-3-[4-(2-amino-6-{1-[4-chloro-2-(3-methyl-pyrazol-1-yl)-phenyl]-2,2,2-trifluoro-ethoxy}-pyrimidin-4-yl)-phenyl]-propionic acid). As a reaction SMILES: [Cl:1][C:2]1[CH:7]=[CH:6][C:5]([CH:8]([OH:13])[C:9]([F:12])([F:11])[F:10])=[C:4]([N:14]2[CH:18]=[CH:17][C:16]([CH3:19])=[N:15]2)[CH:3]=1.[NH2:20][C:21]1[N:26]=[C:25]([C:27]2[CH:32]=[CH:31][C:30]([CH2:33][C@H:34]([NH:38]C(OC(C)(C)C)=O)[C:35]([OH:37])=[O:36])=[CH:29][CH:28]=2)[CH:24]=[C:23](Cl)[N:22]=1.O1CCOCC1.C([O-])([O-])=O.[Cs+].[Cs+]>C1COCC1>[NH2:38][C@@H:34]([CH2:33][C:30]1[CH:31]=[CH:32][C:27]([C:25]2[CH:24]=[C:23]([O:13][CH:8]([C:5]3[CH:6]=[CH:7][C:2]([Cl:1])=[CH:3][C:4]=3[N:14]3[CH:18]=[CH:17][C:16]([CH3:19])=[N:15]3)[C:9]([F:12])([F:11])[F:10])[N:22]=[C:21]([NH2:20])[N:26]=2)=[CH:28][CH:29]=1)[C:35]([OH:37])=[O:36] |f:3.4.5|. Reported procedure: 1-[4-Chloro-2-(3-methyl-pyrazol-1-yl)-phenyl]-2,2,2-trifluoro-ethanol (0.120 g, 0.41 mmol), (S)-3-[4-(2-amino-6-chloro-pyrimidine-4-yl)-phenyl]-2-tert-butoxycarbonylamino-propionic acid (0.176 g, 0.45 mmol), 1,4-dioxane (4 ml), and Cs2CO3 (0.533 g, 1.64 mmol) were combined in a 20 ml sealed tube, and the mixture was heated at 100° C. for 12 h. The mixture was concentrated. To the residue, 10% methanol in DCM (50 ml) was added and the mixture was filtered. The filtrate was concentrated to give a ... Starting materials: O.C(C(=O)C(=O)[O-])(=O)[O-].[Na+].[Na+] (Sodium mesoxalate monohydrate), C1(=CC=CC=C1)NN (Phenylhydrazine). The solvent is Cl (hydrochloric acid). The product is C1(=CC=CC=C1)NN=C(C(=O)O)C(=O)O ((phenylhydrazono)malonic acid), powder. Yield: 81.7%. As a reaction SMILES: O.[C:2]([O-:9])(=[O:8])[C:3]([C:5]([O-:7])=[O:6])=O.[Na+].[Na+].[C:12]1([NH:18][NH2:19])[CH:17]=[CH:16][CH:15]=[CH:14][CH:13]=1>Cl>[C:12]1([NH:18][N:19]=[C:3]([C:5]([OH:7])=[O:6])[C:2]([OH:9])=[O:8])[CH:17]=[CH:16][CH:15]=[CH:14][CH:13]=1 |f:0.1.2.3|. Reported procedure: Sodium mesoxalate monohydrate (5.00 g, 27.8 mmol) was dissolved in 1 M hydrochloric acid (50 ml) to give a colourless cloudy solution. Phenylhydrazine (3.00 g, 2.72 ml, 27.8 mmol) was added dropwise at room temperature to the stirred mixture. A yellow precipitate formed, was collected by filtration after 90 min and washed with water (50 ml). The filter cake was triturated with ethyl acetate/hexane [1:1], filtered and dried under vacuum. The title compound was isolated as a yellow powder (4.74 g,... Reactants: [N+](=O)([O-])C1=C(C(=CC(=C1)C)[N+](=O)[O-])Cl (2,6-dinitro-4-methylchlorobenzene), C(CCC)N (butylamine). The solvent is O (water). Yields the product [N+](=O)([O-])C1=C(NCCCC)C(=CC(=C1)C)[N+](=O)[O-] (2,6-dinitro-4-methyl-N-butylaniline). Reaction SMILES: [N+:1]([C:4]1[CH:9]=[C:8]([CH3:10])[CH:7]=[C:6]([N+:11]([O-:13])=[O:12])[C:5]=1Cl)([O-:3])=[O:2].[CH2:15]([NH2:19])[CH2:16][CH2:17][CH3:18]>O>[N+:1]([C:4]1[CH:9]=[C:8]([CH3:10])[CH:7]=[C:6]([N+:11]([O-:13])=[O:12])[C:5]=1[NH:19][CH2:15][CH2:16][CH2:17][CH3:18])([O-:3])=[O:2]. Procedure: 0.05 mol (10.8 g) of 2,6-dinitro-4-methylchlorobenzene is added gradually, in the course of 10 minutes, whilst stirring, to 25 ml of butylamine, the reaction medium being cooled as necessary so as not to exceed 50° C. When the addition has ended, stirring is maintained for 5 minutes and the reaction medium is then poured into 100 ml of iced water. The expected product precipitates and is filtered off, washed with water and recrystallised from ethanol. After drying in vacuo, it melts at 52° C. Reactants: CC#N, [H-], [H][H], O=[N+]([O-])C=C1NCCS1, [Na+], ClCc1cccnc1. Product: O=[N+]([O-])C=C1SCCN1Cc1cccnc1. RXN SMILES: [CH3:22][C:23]#[N:24].[H-:10].[H:12][H:13].[N+:1](=[O:2])([O-:3])[CH:4]=[C:5]1[S:6][CH2:7][CH2:8][NH:9]1.[Na+:11].[cH:14]1[c:15]([CH2:20][Cl:21])[cH:16][cH:17][cH:18][n:19]1>>[N+:1](=[O:2])([O-:3])[CH:4]=[C:5]1[S:6][CH2:7][CH2:8][N:9]1[CH2:20][c:15]1[cH:14][n:19][cH:18][cH:17][cH:16]1. Reactants: N1CCOCC1 (Morpholine), BrC1=C(C=O)C=C(C=C1)O (2-bromo-5-hydroxybenzaldehyde), C(C)(=O)O[BH-](OC(C)=O)OC(C)=O.[Na+] (Sodium triacetoxyborohydride). The solvent is C(Cl)Cl (DCM). Reaction conditions: time 20 minute. The product is BrC1=C(C=C(C=C1)O)CN1CCOCC1 (4-bromo-3-(morpholinomethyl)phenol). The yield is 88.9%. As a reaction SMILES: [NH:1]1[CH2:6][CH2:5][O:4][CH2:3][CH2:2]1.[Br:7][C:8]1[CH:15]=[CH:14][C:13]([OH:16])=[CH:12][C:9]=1[CH:10]=O.C(O[BH-](OC(=O)C)OC(=O)C)(=O)C.[Na+]>C(Cl)Cl>[Br:7][C:8]1[CH:15]=[CH:14][C:13]([OH:16])=[CH:12][C:9]=1[CH2:10][N:1]1[CH2:6][CH2:5][O:4][CH2:3][CH2:2]1 |f:2.3|. Procedure details: Morpholine (1.19 mL, 13.7 mmol) was added to a solution of 2-bromo-5-hydroxybenzaldehyde (2.5 g, 12.4 mmol) in DCM (20 mL) and stirred for 20 min. Sodium triacetoxyborohydride (2.90 g, 13.7 mmol) was added and stirred for 2 h. The reaction was quenched with methanol and stirred for 1 h. The solution was concentrated in vacuo, dissolved in methanol and loaded onto a SCX (50 g) column, flushing with methanol. Eluting with methanolic ammonia and concentration of the eluant gave the 4-bromo-3-(morph... Run in C(C)#N (acetonitrile). The reactants are [N+](=O)([O-])C1=CC=C(OC(=O)OC2CN=C(OC2C2=CC=CC=C2)C2=CC=CC=C2)C=C1 ((5RS, 6SR)-5-(4-nitrophenoxycarbonyloxy)-2,6-diphenyl-5,6-dihydro-4H-1,3-oxazine), C1OC=2C=C(N)C=CC2O1 (3,4-Methylenedioxyaniline). As a reaction SMILES: [CH2:1]1[O:10][C:9]2[CH:8]=[CH:7][C:5]([NH2:6])=[CH:4][C:3]=2[O:2]1.[N+](C1C=CC([O:18][C:19]([O:21][CH:22]2[CH:27]([C:28]3[CH:33]=[CH:32][CH:31]=[CH:30][CH:29]=3)[O:26][C:25]([C:34]3[CH:39]=[CH:38][CH:37]=[CH:36][CH:35]=3)=[N:24][CH2:23]2)=O)=CC=1)([O-])=O>CN(C)C1C=CN=CC=1.C(#N)C>[CH2:1]1[O:10][C:9]2[CH:8]=[CH:7][C:5]([NH:6][C:19]([O:21][CH:22]3[CH:27]([C:28]4[CH:33]=[CH:32][CH:31]=[CH:30][CH:29]=4)[O:26][C:25]([C:34]4[CH:39]=[CH:38][CH:37]=[CH:36][CH:35]=4)=[N:24][CH2:23]3)=[O:18])=[CH:4][C:3]=2[O:2]1. Isolated yield 48.1%. Reagents/catalysts: CN(C1=CC=NC=C1)C (4-(dimethylamino)pyridine). The product is C1OC=2C=C(C=CC2O1)NC(=O)OC1CN=C(OC1C1=CC=CC=C1)C1=CC=CC=C1 ((5RS, 6SR)-5-(3,4-methylenedioxyphenylcarbamoyloxy)-2,6-diphenyl-5,6-dihydro-4H-1,3-oxazine). Reported procedure: 3,4-Methylenedioxyaniline (1.1 g) is added at a temperature in the region of 20° C. to a solution, maintained under an argon atmosphere, of (5RS, 6SR)-5-(4-nitrophenoxycarbonyloxy)-2,6-diphenyl-5,6-dihydro-4H-1,3-oxazine (1.67 g) and 4-(dimethylamino)pyridine (0.2 g) in anhydrous acetonitrile (50 cc). The solution obtained is heated to reflux for 5 hours and then concentrated to dryness under reduced pressure (2.7 kPa). The oil obtained is purified by chromatography on silica (0.063-0.2 mm; 50 g... Yields the product CC(C)(CCC(C(N)=O)(c1ccccc1)c1ccccc1)N1CCC(Oc2ccccc2)C1. RXN SMILES: [CH3:35][C:36]([OH:37])([CH2:38][CH3:39])[CH2:40][CH3:41].[CH3:3][C:4]([CH2:5][CH2:6][C:7]([C:8]#[N:9])([c:10]1[cH:11][cH:12][cH:13][cH:14][cH:15]1)[c:16]1[cH:17][cH:18][cH:19][cH:20][cH:21]1)([CH3:22])[N:23]1[CH2:24][CH:25]([O:28][c:29]2[cH:30][cH:31][cH:32][cH:33][cH:34]2)[CH2:26][CH2:27]1.[K+:2].[OH-:1]>>[O:1]=[C:8]([C:7]([CH2:6][CH2:5][C:4]([CH3:3])([CH3:22])[N:23]1[CH2:24][CH:25]([O:28][c:29]2[cH:30][cH:31][cH:32][cH:33][cH:34]2)[CH2:26][CH2:27]1)([c:10]1[cH:11][cH:12][cH:13][cH:14][cH:15]1)[c:16]1[cH:17][cH:18][cH:19][cH:20][cH:21]1)[NH2:9]. Reactants: CCC(C)(O)CC, CC(C)(CCC(C#N)(c1ccccc1)c1ccccc1)N1CCC(Oc2ccccc2)C1, [K+], [OH-].